From a dataset of the Open Reaction Database (ORD), a public repository of structured organic reaction records. describe an organic reaction: reactants, conditions, products, and yield Product: Cn1c(CN2CCC(C(C)(C)O)CC2)nc2c(N3CCOCC3)nc(Nc3ccccc3N)nc21. Starting materials: CC(=O)[O-], CC(=O)[O-], CC(C)(C)[O-], Cc1ccccc1, Cn1c(CN2CCC(C(C)(C)O)CC2)nc2c(N3CCOCC3)nc(Cl)nc21, Nc1ccccc1N, [Na+], [Pd+2]. RXN SMILES: [C:50]([O-:51])(=[O:52])[CH3:53].[C:55]([O-:56])(=[O:57])[CH3:58].[CH3:37][C:38]([CH3:39])([O-:40])[CH3:41].[CH3:43][c:44]1[cH:45][cH:46][cH:47][cH:48][cH:49]1.[Cl:1][c:2]1[n:3][c:4]([N:23]2[CH2:24][CH2:25][O:26][CH2:27][CH2:28]2)[c:5]2[n:6][c:7]([CH2:12][N:13]3[CH2:14][CH2:15][CH:16]([C:19]([CH3:20])([CH3:21])[OH:22])[CH2:17][CH2:18]3)[n:8]([CH3:11])[c:9]2[n:10]1.[NH2:29][c:30]1[cH:31][cH:32][cH:33][cH:34][c:35]1[NH2:36].[Na+:42].[Pd+2:54]>>[c:2]1([NH:36][c:35]2[c:30]([NH2:29])[cH:31][cH:32][cH:33][cH:34]2)[n:3][c:4]([N:23]2[CH2:24][CH2:25][O:26][CH2:27][CH2:28]2)[c:5]2[n:6][c:7]([CH2:12][N:13]3[CH2:14][CH2:15][CH:16]([C:19]([CH3:20])([CH3:21])[OH:22])[CH2:17][CH2:18]3)[n:8]([CH3:11])[c:9]2[n:10]1. Starting materials: N1=C(C=CC=C1)[C@@]1(CCOC2(CCCC2)C1)CCN (2-[(9R)-9-(pyridin-2-yl)-6-oxaspiro[4.5]decan-9-yl]ethan-1-amine), C(=O)([O-])[O-].[K+].[K+] (K2CO3), C(C1=CC=CC=C1)NCC[C@]1(CCOC2(CCCC2)C1)C1=CC=C(C=C1)F (benzyl({2-[(9R)-9-(4-fluorophenyl)-6-oxaspiro[4.5]decan-9-yl]ethyl})amine), BrCC=1SC=CC1CBr (2,3-bis(bromomethyl)thiophene). Solvent: C(C)#N (ACN). Conditions: time 30 minute. The product is S1C=CC2=C1CN(C2)CC[C@]2(CCOC1(CCCC1)C2)C2=NC=CC=C2 (2-[(9R)-9-(2-{4H,5H,6H-thieno[2,3-c]pyrrol-5-yl}ethyl)-6-oxaspiro[4.5]decan-9-yl]pyridine). RXN SMILES: [N:1]1[CH:6]=[CH:5][CH:4]=[CH:3][C:2]=1[C@@:7]1([CH2:17][CH2:18][NH2:19])[CH2:16][C:11]2([CH2:15][CH2:14][CH2:13][CH2:12]2)[O:10][CH2:9][CH2:8]1.C(NCC[C@]1(C2C=CC(F)=CC=2)CC2(CCCC2)OCC1)C1C=CC=CC=1.Br[CH2:48][C:49]1[S:50][CH:51]=[CH:52][C:53]=1[CH2:54]Br.C([O-])([O-])=O.[K+].[K+]>C(#N)C>[S:50]1[C:49]2[CH2:48][N:19]([CH2:18][CH2:17][C@:7]3([C:2]4[CH:3]=[CH:4][CH:5]=[CH:6][N:1]=4)[CH2:16][C:11]4([CH2:15][CH2:14][CH2:13][CH2:12]4)[O:10][CH2:9][CH2:8]3)[CH2:54][C:53]=2[CH:52]=[CH:51]1 |f:3.4.5|. Reported procedure: To a stirred solution of 2-[(9R)-9-(pyridin-2-yl)-6-oxaspiro[4.5]decan-9-yl]ethan-1-amine (0.030 g, 0.115 mmol; prepared by following a sequence described for Compound 81 in dried ACN (5.8 mL) was added 2,3-bis(bromomethyl)thiophene (31.1 mg, 0.115 mmol) followed by addition of K2CO3 (79.62 mg, 0.576 mmol). After 30 min, LCMS showed that the reaction was done and the major peak had the corresponding mass to the desired product. It was then subjected to HPLC purification. HPLC purification method... Starting materials: NC=1SC=CC1C(=O)N (2-Amino-3-thiophencarboxamide), ClC(C(=O)N=C=O)(Cl)Cl (trichloroacetylisocyanate), N (ammonia), solution. Run in C(C)#N (acetonitrile), CO (methanol). Run at time 10 minute. Yields the product NC(=O)NC=1SC=CC1C(=O)N (2-[(Aminocarbonyl)amino]-3-thiophenecarboxamide). As a reaction SMILES: [NH2:1][C:2]1[S:3][CH:4]=[CH:5][C:6]=1[C:7]([NH2:9])=[O:8].ClC(Cl)(Cl)[C:12]([N:14]=C=O)=[O:13].N>C(#N)C.CO>[NH2:14][C:12]([NH:1][C:2]1[S:3][CH:4]=[CH:5][C:6]=1[C:7]([NH2:9])=[O:8])=[O:13]. Procedure: 2-Amino-3-thiophencarboxamide (0.44 g) was suspended in acetonitrile (25 ml) and trichloroacetylisocyanate (0.2 ml) added dropwise with stirring over 10 minutes. Stirring was continued for a further 3 h at room temperature and then a solution of ammonia in methanol (10 ml of a 2M solution) was added and stirring was continued for a further 2 h. The solvent was evaporated and the residue treated with water. The resultant solid was filtered off and washed with more water. Trituration with ether ga... Reported procedure: A mixture of propargyl benzenesulfonate (1.0 g, 5.1 mmol), m-cresol (0.55 mL, 5.1 mmol) and potassium carbonate (1.1 g, 7.65 mmol) in acetone (40 mL) was stirred at about 56 C for about 2 days. The mixture was cooled, filtered and the solvent was carefully distilled off at atmospheric pressure. The residue was purified by flash chromatography on silica gel using diethyl ether/n-pentane (1:9) as eluent to provide Example 614. 1H NMR (500 MHz, CDCl3): □ 2.33 (s, 3H), 2.50 (t, J=3.0 Hz, 1H), 4.66 (... Solvent: CC(=O)C (acetone). The product is CC1=CC(=CC=C1)OCC#C (1-methyl-3-(prop-2-ynyloxy)benzene). Reactants: C1(=CC=CC=C1)S(=O)(=O)OCC#C (propargyl benzenesulfonate), C1=C(C=CC=C1O)C (m-cresol), C([O-])([O-])=O.[K+].[K+] (potassium carbonate). Reaction conditions: time 2 day. RXN SMILES: [C:1]1(S(OCC#C)(=O)=O)[CH:6]=CC=C[CH:2]=1.[CH:14]1[C:19]([OH:20])=[CH:18][CH:17]=[CH:16][C:15]=1[CH3:21].C(=O)([O-])[O-].[K+].[K+]>CC(C)=O>[CH3:21][C:15]1[CH:16]=[CH:17][CH:18]=[C:19]([O:20][CH2:6][C:1]#[CH:2])[CH:14]=1 |f:2.3.4|.